This data is from the Open Reaction Database (ORD), a public repository of structured organic reaction records. The task is: describe an organic reaction: reactants, conditions, products, and yield Starting materials: Cl (hydrochloride), C(C(C)C)N1CCC(CC1)C1=CNC2=CC(=CC=C12)C(=O)N1CCN(CC1)C(C)C ([3-(1-isobutyl-piperidin-4-yl)-1H-indol-6-yl]-(4-isopropyl-piperazin-1-yl)-methanone), ICC(C)C (1-iodo-2-methylpropane), C(C(C)C)N1CCC(=CC1)C1=CN(C2=CC(=CC=C12)C(=O)N1CCN(CC1)C(C)C)C ([3-(1-isobutyl-1,2,3,6-tetrahydro-pyridin-4-yl)-1-methyl-1H-indol-6-yl]-(4-isopropyl-piperazin-1-yl)-methanone). Product: C(C(C)C)N1C=C(C2=CC=C(C=C12)C(=O)N1CCN(CC1)C(C)C)C1CCN(CC1)CC(C)C ([1-Isobutyl-3-(1-isobutyl-piperidin-4-yl)-1H-indol-6-yl]-(4-isopropyl-piperazin-1-yl)-methanone). Reaction SMILES: [CH2:1]([N:5]1[CH2:10][CH:9]=[C:8]([C:11]2[C:19]3[C:14](=[CH:15][C:16]([C:20]([N:22]4[CH2:27][CH2:26][N:25]([CH:28]([CH3:30])[CH3:29])[CH2:24][CH2:23]4)=[O:21])=[CH:17][CH:18]=3)[N:13]([CH3:31])[CH:12]=2)[CH2:7][CH2:6]1)[CH:2]([CH3:4])[CH3:3].Cl.[CH2:33](N1CCC(C2C3C(=CC(C(N4CCN(C(C)C)CC4)=O)=CC=3)NC=2)CC1)[CH:34](C)[CH3:35].ICC(C)C>>[CH2:31]([N:13]1[C:14]2[C:19](=[CH:18][CH:17]=[C:16]([C:20]([N:22]3[CH2:27][CH2:26][N:25]([CH:28]([CH3:30])[CH3:29])[CH2:24][CH2:23]3)=[O:21])[CH:15]=2)[C:11]([CH:8]2[CH2:7][CH2:6][N:5]([CH2:1][CH:2]([CH3:4])[CH3:3])[CH2:10][CH2:9]2)=[CH:12]1)[CH:34]([CH3:35])[CH3:33]. Procedure details: According to the procedure described for the synthesis of [3-(1-isobutyl-1,2,3,6-tetrahydro-pyridin-4-yl)-1-methyl-1H-indol-6-yl]-(4-isopropyl-piperazin-1-yl)-methanone; hydrochloride (example 42) the title compound was prepared from [3-(1-isobutyl-piperidin-4-yl)-1H-indol-6-yl]-(4-isopropyl-piperazin-1-yl)-methanone (example 2, free base) and 1-iodo-2-methylpropane (commercially available). MS (m/e): 467.5 (MH+). Starting materials: ClC(Cl)(Cl)Cl, CC1C(=S)Nc2ccccc21, O=C1CCC(=O)N1Cl. Product: CC1(Cl)C(=S)Nc2ccccc21. RXN SMILES: [C:20]([Cl:21])([Cl:22])([Cl:23])[Cl:24].[CH3:1][CH:2]1[C:3](=[S:11])[NH:4][c:5]2[cH:6][cH:7][cH:8][cH:9][c:10]21.[Cl:12][N:13]1[C:14](=[O:15])[CH2:16][CH2:17][C:18]1=[O:19]>>[CH3:1][C:2]1([Cl:12])[C:3](=[S:11])[NH:4][c:5]2[cH:6][cH:7][cH:8][cH:9][c:10]21.